Dataset: the Open Reaction Database (ORD), a public repository of structured organic reaction records. Task: describe an organic reaction: reactants, conditions, products, and yield Yields the product COC(=O)C1(CCC=NS(=O)C(C)(C)C)CCCN1C(=O)OCc1ccccc1. Reaction SMILES: [CH3:24][C:25]([CH3:26])([CH3:27])[S:28](=[O:29])[NH2:30].[Cl:31][CH2:32][Cl:33].[O:1]=[CH:2][CH2:3][CH2:4][C:5]1([C:20](=[O:21])[O:22][CH3:23])[N:6]([C:10](=[O:11])[O:12][CH2:13][c:14]2[cH:15][cH:16][cH:17][cH:18][cH:19]2)[CH2:7][CH2:8][CH2:9]1>>[CH:2]([CH2:3][CH2:4][C:5]1([C:20](=[O:21])[O:22][CH3:23])[N:6]([C:10](=[O:11])[O:12][CH2:13][c:14]2[cH:15][cH:16][cH:17][cH:18][cH:19]2)[CH2:7][CH2:8][CH2:9]1)=[N:30][S:28]([C:25]([CH3:24])([CH3:26])[CH3:27])=[O:29]. Reactants: CC(C)(C)S(N)=O, ClCCl, COC(=O)C1(CCC=O)CCCN1C(=O)OCc1ccccc1.